This data is from the Open Reaction Database (ORD), a public repository of structured organic reaction records. The task is: describe an organic reaction: reactants, conditions, products, and yield Reactants: esters, FC1=C(C=CC=C1)C(=CC=O)C1=C(C=CC=C1)F (3,3-bis(2-fluorophenyl)-2-propenal), C(=O)(OCC)C=P(C1=CC=CC=C1)(C1=CC=CC=C1)C1=CC=CC=C1 ((carbethoxymethylene)triphenylphosphine). Solvent: CO (methanol). Product: C(C)OC(\C=C/C=C(C1=C(C=CC=C1)F)C1=C(C=CC=C1)F)=O ((Z)-5,5-bis(2-fluoro- phenyl)-2,4-pentadienoic acid ethyl ester), C(C)OC(\C=C\C=C(C1=C(C=CC=C1)F)C1=C(C=CC=C1)F)=O ((E)-5,5-bis(2-fluorophenyl)-2,4-pentadienoic acid ethyl ester). RXN SMILES: [F:1][C:2]1[CH:7]=[CH:6][CH:5]=[CH:4][C:3]=1[C:8]([C:12]1[CH:17]=[CH:16][CH:15]=[CH:14][C:13]=1[F:18])=[CH:9][CH:10]=O.[C:19]([CH:24]=P(C1C=CC=CC=1)(C1C=CC=CC=1)C1C=CC=CC=1)([O:21][CH2:22][CH3:23])=[O:20]>CO>[CH2:22]([O:21][C:19](=[O:20])/[CH:24]=[CH:10]\[CH:9]=[C:8]([C:12]1[CH:17]=[CH:16][CH:15]=[CH:14][C:13]=1[F:18])[C:3]1[CH:4]=[CH:5][CH:6]=[CH:7][C:2]=1[F:1])[CH3:23].[CH2:22]([O:21][C:19](=[O:20])/[CH:24]=[CH:10]/[CH:9]=[C:8]([C:12]1[CH:17]=[CH:16][CH:15]=[CH:14][C:13]=1[F:18])[C:3]1[CH:4]=[CH:5][CH:6]=[CH:7][C:2]=1[F:1])[CH3:23]. Procedure: As described in Example 99, 3,3-bis(2-fluorophenyl)-2-propenal (1.85 g) was reacted with (carbethoxymethylene)triphenylphosphine (2.8 g) in methanol. The mixture of esters obtained from the usual work up was separated by HPLC (dichloro- methane-hexane; 1:2) to yield 0.4 g of (Z)-5,5-bis(2-fluoro- phenyl)-2,4-pentadienoic acid ethyl ester as an oil and 1.7 g of (E)-5,5-bis(2-fluorophenyl)-2,4-pentadienoic acid ethyl ester as an oil. Reactants: C1(=CC=CC=C1)CN1CCN(CC1)C1=NN2C(N=CC=C2C2=CC(=CC=C2)C(F)(F)F)=C1C#N (2-[4-(phenylmethyl)-1-piperazinyl]-7-[3-(trifluoromethyl)phenyl]pyrazolo[1,5-a]pyrimidine-3-carbonitrile), S(O)(O)(=O)=O (sulfuric acid), ice water. Reaction conditions: time 5 hour. The product is C1(=CC=CC=C1)CN1CCN(CC1)C1=NN2C(N=CC=C2C2=CC(=CC=C2)C(F)(F)F)=C1C(=O)N (2-[4-(Phenylmethyl)-1-piperazinyl]-7-[3-(trifluoromethyl)phenyl]pyrazolo[1,5-a]pyrimidine-3-carboxamide). As a reaction SMILES: [C:1]1([CH2:7][N:8]2[CH2:13][CH2:12][N:11]([C:14]3[C:32]([C:33]#[N:34])=[C:17]4[N:18]=[CH:19][CH:20]=[C:21]([C:22]5[CH:27]=[CH:26][CH:25]=[C:24]([C:28]([F:31])([F:30])[F:29])[CH:23]=5)[N:16]4[N:15]=3)[CH2:10][CH2:9]2)[CH:6]=[CH:5][CH:4]=[CH:3][CH:2]=1.S(=O)(=O)(O)[OH:36]>>[C:1]1([CH2:7][N:8]2[CH2:13][CH2:12][N:11]([C:14]3[C:32]([C:33]([NH2:34])=[O:36])=[C:17]4[N:18]=[CH:19][CH:20]=[C:21]([C:22]5[CH:27]=[CH:26][CH:25]=[C:24]([C:28]([F:31])([F:30])[F:29])[CH:23]=5)[N:16]4[N:15]=3)[CH2:10][CH2:9]2)[CH:2]=[CH:3][CH:4]=[CH:5][CH:6]=1. Procedure details: A mixture of 7.0 g of 2-[4-(phenylmethyl)-1-piperazinyl]-7-[3-(trifluoromethyl)phenyl]pyrazolo[1,5-a]pyrimidine-3-carbonitrile (prepared as described in Example 24) and 50 ml of concentrated sulfuric acid was stirred at room temperature for 5 hours. The yellow solution was poured into ice/water. The precipitate formed was collected and washed with water, then dried in vacuo. The material was recrystallized from acetonitrile, collected and dried and gave 4.8 g of the product of the Example as a y... Reactants: ClC1=NC(=CC2=C(C=CC=C12)C)Cl (1,3-dichloro-5-methyl-isoquinoline), N1CCSCC1 (thiomorpholine). Solvent: O1CCOCC1 (dioxane). Yields the product S1CCN(CC1)C1=NC(=CC2=C(C=CC=C12)C)Cl (1-Thiomorpholino-3-chloro-5-methyl-isoquinoline). RXN SMILES: Cl[C:2]1[C:11]2[C:6](=[C:7]([CH3:12])[CH:8]=[CH:9][CH:10]=2)[CH:5]=[C:4]([Cl:13])[N:3]=1.[NH:14]1[CH2:19][CH2:18][S:17][CH2:16][CH2:15]1>O1CCOCC1>[S:17]1[CH2:18][CH2:19][N:14]([C:2]2[C:11]3[C:6](=[C:7]([CH3:12])[CH:8]=[CH:9][CH:10]=3)[CH:5]=[C:4]([Cl:13])[N:3]=2)[CH2:15][CH2:16]1. Reported procedure: A mixture of 23.3 gm (0.11 mol) of 1,3-dichloro-5-methyl-isoquinoline [prepared according to G. Simchen et al, Chem. Ber. 102, 3666 (1969); m.p. 120°C], 28.3 gm (0.275 mol) of thiomorpholine and 110 ml of dry dioxane was refluxed for 4 hours. The mixture was then evaporated, the residue was taken up with a mixture of tolune and water, and the toluene phase was isolated, dried and evaporated. The residue was recrystallized from 100 ml of ethyl acetate, yielding 22.7 gm (72% of theory) of the desi... Starting materials: CC1CN(CC(C1)C)CC1=CC=CC(=N1)NC(=O)NC=1N=C(SC1)C1=CC=NC=C1 (1-[6-(3,5-Dimethylpiperidin-1-ylmethyl)pyridin-2-yl]-3-(2-pyridin-4-ylthiazol-4-yl)urea), Cl (HCl). Product: Cl.CC1CN(CC(C1)C)CC1=CC=CC(=N1)NC(=O)NC=1N=C(SC1)C1=CC=NC=C1 (1-[6-(3,5-Dimethylpiperidin-1-ylmethyl)pyridin-2-yl]-3-(2-pyridin-4-ylthiazol-4-yl)urea Hydrochloride). Reaction SMILES: [CH3:1][CH:2]1[CH2:7][CH:6]([CH3:8])[CH2:5][N:4]([CH2:9][C:10]2[N:15]=[C:14]([NH:16][C:17]([NH:19][C:20]3[N:21]=[C:22]([C:25]4[CH:30]=[CH:29][N:28]=[CH:27][CH:26]=4)[S:23][CH:24]=3)=[O:18])[CH:13]=[CH:12][CH:11]=2)[CH2:3]1.[ClH:31]>>[ClH:31].[CH3:1][CH:2]1[CH2:7][CH:6]([CH3:8])[CH2:5][N:4]([CH2:9][C:10]2[N:15]=[C:14]([NH:16][C:17]([NH:19][C:20]3[N:21]=[C:22]([C:25]4[CH:26]=[CH:27][N:28]=[CH:29][CH:30]=4)[S:23][CH:24]=3)=[O:18])[CH:13]=[CH:12][CH:11]=2)[CH2:3]1 |f:2.3|. Reported procedure: 1-[6-(3,5-Dimethylpiperidin-1-ylmethyl)pyridin-2-yl]-3-(2-pyridin-4-ylthiazol-4-yl)urea(52 mg, 0.123 mmol, Example 64) was treated with HCl (0.08 mL, 0.135 mmol, 1 M in Et2O) to afford the title salt as a yellow solid.